Dataset: the Open Reaction Database (ORD), a public repository of structured organic reaction records. Task: describe an organic reaction: reactants, conditions, products, and yield Starting materials: Cl.Cl.ClC1=CN=C(C2=CC(=CC=C12)S(=O)(=O)N(CC(=O)O)CC1=NC=CC=C1)NC(=N)N (N-[(4-Chloro-1-guanidino-7-isoquinolinyl)sulphonyl]-N-(2-pyridylmethyl)glycine dihydrochloride), [H-].[Na+] (NaH), C(C)(C)(C)OC(CN(CC1=NC=CC=C1)S(=O)(=O)C1=CC=C2C(=CN=C(C2=C1)Cl)Cl)=O (N-[(1,4-dichloro-7-isoquinolinyl)sulphonyl]-N-(2-pyridylmethyl)glycine t-butyl ester). Solvent: COCCOC (DME), COCCOC (DME). Run at temperature 60 celsius. Product: C(C)(C)(C)OC(CN(CC1=NC=CC=C1)S(=O)(=O)C1=CC=C2C(=CN=C(C2=C1)NC(=N)N)Cl)=O (N-[(4-chloro-1-guanidino-7-isoquinolinyl)sulphonyl]-N-(2-pyridylmethyl)glycine t-butyl ester). Reaction SMILES: Cl.Cl.[Cl:3][C:4]1[C:13]2[C:8](=[CH:9][C:10]([S:14]([N:17]([CH2:22][C:23]3[CH:28]=[CH:27][CH:26]=[CH:25][N:24]=3)[CH2:18][C:19]([OH:21])=[O:20])(=[O:16])=[O:15])=[CH:11][CH:12]=2)[C:7]([NH:29][C:30]([NH2:32])=[NH:31])=[N:6][CH:5]=1.[H-].[Na+].[C:35](OC(=O)CN(S(C1C=C2C(C(Cl)=CN=C2Cl)=CC=1)(=O)=O)CC1C=CC=CN=1)([CH3:38])([CH3:37])[CH3:36]>COCCOC>[C:35]([O:20][C:19](=[O:21])[CH2:18][N:17]([S:14]([C:10]1[CH:9]=[C:8]2[C:13]([C:4]([Cl:3])=[CH:5][N:6]=[C:7]2[NH:29][C:30]([NH2:32])=[NH:31])=[CH:12][CH:11]=1)(=[O:15])=[O:16])[CH2:22][C:23]1[CH:28]=[CH:27][CH:26]=[CH:25][N:24]=1)([CH3:38])([CH3:37])[CH3:36] |f:0.1.2,3.4|. Procedure: N-[(4-Chloro-1-guanidino-7-isoquinolinyl)sulphonyl]-N-(2-pyridylmethyl)glycine dihydrochloride ##STR25## Guanidine hydrochloride (293 mg, 3.07 mmol was added in one portion to a stirred suspension of NaH (57 mg, 80% dispersion by wt in mineral oil, 1.92 mmol) in DME (10 mL) and the mixture was heated at 60° C. under N2 for 30 min. A solution of N-[(1,4-dichloro-7-isoquinolinyl)sulphonyl]-N-(2-pyridylmethyl)glycine t-butyl ester (370 mg, 0.78 mmol) in DME (10 mL) was added and the mixture heated ... The reactants are CCN(C(C)C)C(C)C (DIPEA), CC1(CCOCC1)N1CCC(CC1)NC1=C(C=CC(=C1)C(F)(F)F)O (2-{[1-(4-methyltetrahydro-2H-pyran-4-yl)-4-piperidinyl]amino}-4-(trifluoromethyl)phenol), ClC(Cl)(OC(OC(Cl)(Cl)Cl)=O)Cl (triphosgene). The solvent is C(Cl)Cl (DCM). Reaction conditions: temperature 0 celsius, time 3 hour. Yields the product Cl.CC1(CCOCC1)N1CCC(CC1)N1C(OC2=C1C=C(C=C2)C(F)(F)F)=O (3-[1-(4-Methyltetrahydro-2H-pyran-4-yl)-4-piperidinyl]-5-(trifluoromethyl)-1,3-benzoxazol-2(3H)-one Hydrochloride). RXN SMILES: CCN(C(C)C)C(C)C.[CH3:10][C:11]1([N:17]2[CH2:22][CH2:21][CH:20]([NH:23][C:24]3[CH:29]=[C:28]([C:30]([F:33])([F:32])[F:31])[CH:27]=[CH:26][C:25]=3[OH:34])[CH2:19][CH2:18]2)[CH2:16][CH2:15][O:14][CH2:13][CH2:12]1.[Cl:35][C:36](Cl)([O:38]C(=O)OC(Cl)(Cl)Cl)Cl>C(Cl)Cl>[ClH:35].[CH3:10][C:11]1([N:17]2[CH2:22][CH2:21][CH:20]([N:23]3[C:24]4[CH:29]=[C:28]([C:30]([F:32])([F:33])[F:31])[CH:27]=[CH:26][C:25]=4[O:34][C:36]3=[O:38])[CH2:19][CH2:18]2)[CH2:12][CH2:13][O:14][CH2:15][CH2:16]1 |f:4.5|. Procedure details: DIPEA (0.1 mL, 0.57 mmol) was added to a solution of 2-{[1-(4-methyltetrahydro-2H-pyran-4-yl)-4-piperidinyl]amino}-4-(trifluoromethyl)phenol (D14, 89 mg, 0.25 mmol) in DCM (5 mL) at rt under Ar. The reaction was cooled to 0° C. and the triphosgene (31 mg, 0.10 mmol) was added. The mixture was stirred for 3 h at 0° C. The reaction was quenched with sat. NaHCO3 (5 mL) and partitioned between DCM and H2O. The aqueous layer was extracted with DCM (2×) and the combined organics were dried (Na2SO4) an... Starting materials: C1CCOC1, COC(=O)c1ccc2c(=O)n(Cc3ccc(C(=O)OC(C)(C)C)cc3)c(C(=O)OC)c(-c3ccccc3)c2c1, CO, [Na+], [OH-]. The product is COC(=O)c1c(-c2ccccc2)c2cc(C(=O)O)ccc2c(=O)n1Cc1ccc(C(=O)OC(C)(C)C)cc1. Reaction SMILES: [CH2:44]1[O:45][CH2:46][CH2:47][CH2:48]1.[CH3:1][O:2][C:3](=[O:4])[c:5]1[n:6]([CH2:26][c:27]2[cH:28][cH:29][c:30]([C:33](=[O:34])[O:35][C:36]([CH3:37])([CH3:38])[CH3:39])[cH:31][cH:32]2)[c:7](=[O:25])[c:8]2[cH:9][cH:10][c:11]([C:21](=[O:22])[O:23][CH3:24])[cH:12][c:13]2[c:14]1-[c:15]1[cH:16][cH:17][cH:18][cH:19][cH:20]1.[CH3:40][OH:41].[Na+:43].[OH-:42]>>[CH3:1][O:2][C:3](=[O:4])[c:5]1[n:6]([CH2:26][c:27]2[cH:28][cH:29][c:30]([C:33](=[O:34])[O:35][C:36]([CH3:37])([CH3:38])[CH3:39])[cH:31][cH:32]2)[c:7](=[O:25])[c:8]2[cH:9][cH:10][c:11]([C:21](=[O:22])[OH:23])[cH:12][c:13]2[c:14]1-[c:15]1[cH:16][cH:17][cH:18][cH:19][cH:20]1.